Task: describe an organic reaction: reactants, conditions, products, and yield. Dataset: the Open Reaction Database (ORD), a public repository of structured organic reaction records Reactants: C(C)(C)(C)OC(=O)N1C[C@H]([C@@H]([C@H](C1)OCC1=CC2=CC=CC=C2C(=C1)OC)C1=CC=C(C=C1)OCC=C)OC[C@@H](COS(=O)(=O)C1=CC=C(C=C1)C)O ((3S,4R,5R)-4-(4-allyloxy-phenyl)-3-[(2S)-2-hydroxy-3-(toluene-4-sulfonyloxy)-propoxy]-5-(4-methoxy-naphthalen-2-ylmethoxy)-piperidine-1-carboxylic acid tert-butyl ester), [OH-].[Na+] (sodium hydroxide). Solvent: CS(=O)C (dimethylsulfoxid). Yields the product C(C)(C)(C)OC(=O)N1C[C@@H]([C@H]([C@@H](C1)OC[C@@H]1OC1)C1=CC=C(C=C1)OCC=C)OCC1=CC2=CC=CC=C2C(=C1)OC ((3R,4R,5S)-4-(4-allyloxy-phenyl)-3-(4-methoxy-naphthalen-2-ylmethoxy)-5-[(2R)-oxiranylmethoxy]-piperidine-1-carboxylic acid tert-butyl ester). RXN SMILES: [C:1]([O:5][C:6]([N:8]1[CH2:13][C@H:12]([O:14][CH2:15][C:16]2[CH:25]=[C:24]([O:26][CH3:27])[C:23]3[C:18](=[CH:19][CH:20]=[CH:21][CH:22]=3)[CH:17]=2)[C@@H:11]([C:28]2[CH:33]=[CH:32][C:31]([O:34][CH2:35][CH:36]=[CH2:37])=[CH:30][CH:29]=2)[C@H:10]([O:38][CH2:39][C@H:40](O)[CH2:41][O:42]S(C2C=CC(C)=CC=2)(=O)=O)[CH2:9]1)=[O:7])([CH3:4])([CH3:3])[CH3:2].[OH-].[Na+]>CS(C)=O>[C:1]([O:5][C:6]([N:8]1[CH2:9][C@@H:10]([O:38][CH2:39][C@H:40]2[CH2:41][O:42]2)[C@H:11]([C:28]2[CH:33]=[CH:32][C:31]([O:34][CH2:35][CH:36]=[CH2:37])=[CH:30][CH:29]=2)[C@@H:12]([O:14][CH2:15][C:16]2[CH:25]=[C:24]([O:26][CH3:27])[C:23]3[C:18](=[CH:19][CH:20]=[CH:21][CH:22]=3)[CH:17]=2)[CH2:13]1)=[O:7])([CH3:2])([CH3:4])[CH3:3] |f:1.2|. Procedure details: In analogy to the procedure described in example 1(j) the (3S,4R,5R)-4-(4-allyloxy-phenyl)-3-[(2S)-2-hydroxy-3-(toluene-4-sulfonyloxy)-propoxy]-5-(4-methoxy-naphthalen-2-ylmethoxy)-piperidine-1-carboxylic acid tert-butyl ester was treated with sodium hydroxide in dimethylsulfoxid to yield the (3R,4R,5S)-4-(4-allyloxy-phenyl)-3-(4-methoxy-naphthalen-2-ylmethoxy)-5-[(2R)-oxiranylmethoxy]-piperidine-1-carboxylic acid tert-butyl ester as colorless oil. The reactants are C1CNCCN1, Clc1noc2ccccc12, c1ccncc1. Yields the product c1ccc2c(N3CCNCC3)noc2c1. As a reaction SMILES: [CH2:11]1[CH2:12][NH:13][CH2:14][CH2:15][NH:16]1.[Cl:1][c:2]1[n:3][o:4][c:5]2[c:6]1[cH:7][cH:8][cH:9][cH:10]2.[cH:17]1[cH:18][cH:19][n:20][cH:21][cH:22]1>>[c:2]1([N:13]2[CH2:12][CH2:11][NH:16][CH2:15][CH2:14]2)[n:3][o:4][c:5]2[c:6]1[cH:7][cH:8][cH:9][cH:10]2. Starting materials: BrC1=C(C(=C(C(=C1F)F)F)F)S(=O)(=O)O (2-bromo-3,4,5,6-tetrafluorophenylsulfonic acid), P(Cl)(Cl)(Cl)(Cl)Cl (phosphorous pentachloride), P(Cl)(Cl)(Cl)(Cl)Cl (phosphorous pentachloride), Cl (HCl). Run at time 20 minute. Product: BrC1=C(C(=C(C(=C1F)F)F)F)S(=O)(=O)Cl (2-Bromo-3,4,5,6-tetrafluorophenylsulfonyl chloride). The yield is 88.1%. RXN SMILES: [Br:1][C:2]1[C:7]([F:8])=[C:6]([F:9])[C:5]([F:10])=[C:4]([F:11])[C:3]=1[S:12]([OH:15])(=O)=[O:13].P(Cl)(Cl)(Cl)(Cl)[Cl:17].Cl>>[Br:1][C:2]1[C:7]([F:8])=[C:6]([F:9])[C:5]([F:10])=[C:4]([F:11])[C:3]=1[S:12]([Cl:17])(=[O:15])=[O:13]. Reported procedure: 1-Bromo-2,3,4,5-tetrafluorobenzene (5.0 g, 21.8 mmol) was mixed at ambient temperature with 20% fuming sulfuric acid (20 mL). The mixture was heated at 40° C. for 3 h and at 110° C. for 2 h. The reaction mixture was allowed to cool to ambient temperature and poured onto 12 g of crushed ice. The mixture was acidified dropwise with concentrated HCl (2 mL) until a solid, consisting mostly of 2-bromo-3,4,5,6-tetrafluorophenylsulfonic acid was formed. The solid was filtered, washed with 12N HCl, and ... The reactants are C(C1=CC=CC=C1)(=O)OC1=CC=C(CN2CCC=CC2)C=C1 (1-(4-benzoyloxybenzyl)-1,2,3,6-tetrahydropyridine), [OH-].[Na+] (sodium hydroxide), C(C)(=O)O (acetic acid), Cl (hydrochloric acid), Ice water. Solvent: C(C)O (ethanol), O (water). Reaction conditions: time 2.5 hour. Yields the product Cl.OC1=CC=C(CN2CCC=CC2)C=C1 (1-(4-hydroxybenzyl)-1,2,3,6-tetrahydropyridine hydrochloride). RXN SMILES: C([O:9][C:10]1[CH:22]=[CH:21][C:13]([CH2:14][N:15]2[CH2:20][CH:19]=[CH:18][CH2:17][CH2:16]2)=[CH:12][CH:11]=1)(=O)C1C=CC=CC=1.[OH-].[Na+].C(O)(=O)C.[ClH:29]>C(O)C.O>[ClH:29].[OH:9][C:10]1[CH:22]=[CH:21][C:13]([CH2:14][N:15]2[CH2:16][CH:17]=[CH:18][CH2:19][CH2:20]2)=[CH:12][CH:11]=1 |f:1.2,7.8|. Procedure details: A solution of 1-(4-benzoyloxybenzyl)-1,2,3,6-tetrahydropyridine (1.0 g.) in ethanol (15 ml.) and water (5 ml.) containing sodium hydroxide (0.245 g.) was stirred for 2.5 hours. Ice-water (35 ml.) was added followed by acetic acid to pH7. The solid which formed was collected by filtration, washed with water, dried and dissolved in acetone (10 ml.). The solution obtained was acidified with concentrated hydrochloric acid to pH3 to give 1-(4-hydroxybenzyl)-1,2,3,6-tetrahydropyridine hydrochloride (0... Procedure: To a mixture of 3-phenylpropionaldehyde (1.06 mL, 8 mmol, 1 eq) and activated zinc (628 mg, 9.6 mmol, 1.2 eq) in THF (3.2 mL) at 0° C. was added one drop of allyl bromide. After the reaction was initiated, the remaining allyl bromide (total 0.831 mL, 9.6 mmol, 1.2 eq) was added slowly. The contents were stirred overnight at room temperature. After 20 hours the reaction was quenched with saturated aq. NH4Cl solution (15 mL), extracted with ether (3×20 mL) and the combined organic phases washed wi... The reactants are C1(=CC=CC=C1)CCC=O (3-phenylpropionaldehyde), C(C=C)Br (allyl bromide), CCCCCC (hexane), CCOCC (ether). Run at time 8 hour. RXN SMILES: [C:1]1([CH2:7][CH2:8][CH:9]=[O:10])[CH:6]=[CH:5][CH:4]=[CH:3][CH:2]=1.[CH2:11](Br)[CH:12]=[CH2:13].CCCCCC.CCOCC>C1COCC1.C(Br)C=C.[Zn]>[C:1]1([CH2:7][CH2:8][CH:9]([OH:10])[CH2:13][CH:12]=[CH2:11])[CH:6]=[CH:5][CH:4]=[CH:3][CH:2]=1. Yield: 69.0%. Reagents/catalysts: [Zn] (zinc), C(C=C)Br (allyl bromide). The solvent is C1CCOC1 (THF). The product is C1(=CC=CC=C1)CCC(CC=C)O (1-Phenylhex-5-en-3-ol). Reactants: INC(CCC(=O)N)=O (N-iodosuccinamide), COC(=O)C=1C=CC=2N(C1)C=CN2 (imidazo[1,2-a]pyridine-6-carboxylic acid methyl ester). Run in C(C)#N (acetonitrile). Reaction conditions: temperature 0 celsius, time 1 hour. Yields the product COC(=O)C=1C=CC=2N(C1)C(=CN2)I (3-iodo-imidazo[1,2-a]pyridine-6-carboxylic acid methyl ester). Yield: 95.0%. RXN SMILES: [I:1]NC(=O)CCC(N)=O.[CH3:10][O:11][C:12]([C:14]1[CH:15]=[CH:16][C:17]2[N:18]([CH:20]=[CH:21][N:22]=2)[CH:19]=1)=[O:13]>C(#N)C>[CH3:10][O:11][C:12]([C:14]1[CH:15]=[CH:16][C:17]2[N:18]([C:20]([I:1])=[CH:21][N:22]=2)[CH:19]=1)=[O:13]. Procedure: N-iodosuccinamide (1.55 g, 6.89 mmol) was added to a solution of imidazo[1,2-a]pyridine-6-carboxylic acid methyl ester (1.1 g, 6.24 mmol) in acetonitrile (50 mL) which had been cooled to 0° C. under a nitrogen atmosphere. The reaction stirred for 1 hr, then concentrated in vaccuo to a residue. The residue was dissolved in ethyl acetate (50 mL) and washed with 10% sodium bisulfate (2×10 ml) and brine (1×20 mL), then the organic layers were dried over MgSO4 and evaporated to give 3-iodo-imidazo[1,... The reactants are M−42 (acyl), BrC=1C=C2NCC(N(C2=CC1)C(C)=O)CF (1-(6-bromo-2-(fluoromethyl)-3,4-dihydroquinoxalin-1(2H)-yl)ethan-1-one), O1C(=CC=C1)C(=O)Cl (furan-2-carbonyl chloride), BrC=1C=C2N(C[C@@H](N(C2=CC1)C(C)=O)C)C(=O)C=1OC=CC1 ((S)-1-(6-bromo-4-(furan-2-carbonyl)-2-methyl-3,4-dihydroquinoxaline-1(2H)-yl)ethanone). The product is BrC=1C=C2N(CC(N(C2=CC1)C(C)=O)CF)C(=O)C=1OC=CC1 (1-(6-bromo-2-(fluoromethyl)-4-(furan-2-carbonyl)-3,4-dihydroquinoxaline-1(2H)-yl)ethan-1-one). As a reaction SMILES: [Br:1][C:2]1[CH:3]=[C:4]2[C:9](=[CH:10][CH:11]=1)[N:8]([C:12](=[O:14])[CH3:13])[CH:7]([CH2:15][F:16])[CH2:6][NH:5]2.[O:17]1[CH:21]=[CH:20][CH:19]=[C:18]1[C:22](Cl)=[O:23].BrC1C=C2C(=CC=1)N(C(=O)C)[C@@H](C)CN2C(C1OC=CC=1)=O>>[Br:1][C:2]1[CH:3]=[C:4]2[C:9](=[CH:10][CH:11]=1)[N:8]([C:12](=[O:14])[CH3:13])[CH:7]([CH2:15][F:16])[CH2:6][N:5]2[C:22]([C:18]1[O:17][CH:21]=[CH:20][CH:19]=1)=[O:23]. Procedure: 1-(6-bromo-2-(fluoromethyl)-4-(furan-2-carbonyl)-3,4-dihydroquinoxaline-1(2H)-yl)ethan-1-one was synthesized from (1-(6-bromo-2-(fluoromethyl)-3,4-dihydroquinoxalin-1(2H)-yl)ethan-1-one and furan-2-carbonyl chloride according to the procedure outlined for (S)-1-(6-bromo-4-(furan-2-carbonyl)-2-methyl-3,4-dihydroquinoxaline-1(2H)-yl)ethanone. MS (ESI, pos. ion) m/z 339, 341 [M−42 (acyl)]+.